The task is: describe an organic reaction: reactants, conditions, products, and yield. This data is from the Open Reaction Database (ORD), a public repository of structured organic reaction records. As a reaction SMILES: [CH3:20][C:21](=[O:22])[OH:23].[Cl:1][CH:2]([C:3](=[O:4])[OH:5])[CH2:6][c:7]1[c:8](-[c:13]2[cH:14][cH:15][c:16]([Cl:19])[cH:17][cH:18]2)[n:9][c:10]([CH3:12])[o:11]1.[Zn:24]>>[CH2:2]([C:3](=[O:4])[OH:5])[CH2:6][c:7]1[c:8](-[c:13]2[cH:14][cH:15][c:16]([Cl:19])[cH:17][cH:18]2)[n:9][c:10]([CH3:12])[o:11]1. The product is Cc1nc(-c2ccc(Cl)cc2)c(CCC(=O)O)o1. The reactants are CC(=O)O, Cc1nc(-c2ccc(Cl)cc2)c(CC(Cl)C(=O)O)o1, [Zn]. Starting materials: C1CCOC1, CC(C)(C)[O-], CS(C)=O, Oc1ccc(Cl)c(Cl)c1, CCSc1ccc(Cl)c(C#N)n1, [K+]. The product is CCSc1ccc(Oc2ccc(Cl)c(Cl)c2)c(C#N)n1. RXN SMILES: [CH2:28]1[O:29][CH2:30][CH2:31][CH2:32]1.[CH3:22][C:23]([CH3:24])([O-:25])[CH3:26].[CH3:33][S:34]([CH3:35])=[O:36].[Cl:13][c:14]1[cH:15][c:16]([OH:21])[cH:17][cH:18][c:19]1[Cl:20].[Cl:1][c:2]1[c:3]([C:11]#[N:12])[n:4][c:5]([S:8][CH2:9][CH3:10])[cH:6][cH:7]1.[K+:27]>>[c:2]1([O:21][c:16]2[cH:15][c:14]([Cl:13])[c:19]([Cl:20])[cH:18][cH:17]2)[c:3]([C:11]#[N:12])[n:4][c:5]([S:8][CH2:9][CH3:10])[cH:6][cH:7]1.